This data is from the Open Reaction Database (ORD), a public repository of structured organic reaction records. The task is: describe an organic reaction: reactants, conditions, products, and yield Reactants: N#CCC(=O)[N-]CCc1ccccc1, COc1ccc(C=CC=O)cc1OC. Product: COc1ccc(C=CC=C(C#N)C(=O)NCCc2ccccc2)cc1OC. RXN SMILES: [C:15](#[N:16])[CH2:17][C:18](=[O:19])[N-:20][CH2:21][CH2:22][c:23]1[cH:24][cH:25][cH:26][cH:27][cH:28]1.[CH3:1][O:2][c:3]1[cH:4][c:5]([CH:6]=[CH:7][CH:8]=[O:9])[cH:10][cH:11][c:12]1[O:13][CH3:14]>>[CH3:1][O:2][c:3]1[cH:4][c:5]([CH:6]=[CH:7][CH:8]=[C:17]([C:15]#[N:16])[C:18](=[O:19])[NH:20][CH2:21][CH2:22][c:23]2[cH:24][cH:25][cH:26][cH:27][cH:28]2)[cH:10][cH:11][c:12]1[O:13][CH3:14]. Starting materials: C(C)OC1=C(C(=C(C=C1)C=1C=C2COC(C2=CC1)=O)O)OC (5-(4-ethoxy-2-hydroxy-3-methoxyphenyl)isobenzofuran-1(3H)-one), C([O-])([O-])=O.[K+].[K+] (potassium carbonate), BrCC1(COC1)C (3-(bromomethyl)-3-methyloxetane). The solvent is C(C)#N (acetonitrile). Reaction conditions: temperature 80 celsius. Product: C(C)OC1=C(C(=C(C=C1)C=1C=C2COC(C2=CC1)=O)OCC1(COC1)C)OC (5-(4-Ethoxy-3-methoxy-2-((3-methyloxetan-3-yl)methoxy)phenyl)isobenzofuran-1(3H)-one). The yield is 29.3%. Reaction SMILES: [CH2:1]([O:3][C:4]1[CH:9]=[CH:8][C:7]([C:10]2[CH:11]=[C:12]3[C:16](=[CH:17][CH:18]=2)[C:15](=[O:19])[O:14][CH2:13]3)=[C:6]([OH:20])[C:5]=1[O:21][CH3:22])[CH3:2].C(=O)([O-])[O-].[K+].[K+].Br[CH2:30][C:31]1([CH3:35])[CH2:34][O:33][CH2:32]1>C(#N)C>[CH2:1]([O:3][C:4]1[CH:9]=[CH:8][C:7]([C:10]2[CH:11]=[C:12]3[C:16](=[CH:17][CH:18]=2)[C:15](=[O:19])[O:14][CH2:13]3)=[C:6]([O:20][CH2:30][C:31]2([CH3:35])[CH2:34][O:33][CH2:32]2)[C:5]=1[O:21][CH3:22])[CH3:2] |f:1.2.3|. Reported procedure: To a stirring solution of 5-(4-ethoxy-2-hydroxy-3-methoxyphenyl)isobenzofuran-1(3H)-one (80 mg, 0.266 mmol) in acetonitrile (7 mL) was added potassium carbonate (110 mg, 0.798 mmol) and 3-(bromomethyl)-3-methyloxetane (132 mg, 0.798 mmol) and the resultant reaction mixture was heated to 80° C. for 16 h. The reaction mixture was cooled to RT, filtered through celite and the filtrate was concentrated under reduced pressure. Purification of the residue by flash column chromatography (silica gel, 0-... Reactants: CN(CCOC=1C=C(C=CC1)NC(=O)C1=CC=C(C=C1)C1=C(C=C(C=C1)C1=NOC(=N1)C)C)C (N-[3-(2dimethylaminoethoxy)phenyl]-2'-methyl-4'-(5-methyl-1,2,4-oxadiazol-3-yl)biphenyl-4-carboxamide), ClN1C(CCC1=O)=O (N-chlorosuccinimide). Run in ClCCl (dichloromethane). Reaction conditions: time 8 hour. Yields the product CN(CCOC=1C=CC(=C(C1)NC(=O)C1=CC=C(C=C1)C1=C(C=C(C=C1)C1=NOC(=N1)C)C)Cl)C (N-[5-(2-Dimethylaminoethoxy)-2-chlorophenyl]-2'-methyl-4'-(5-methyl-1,2,4-oxadiazol-3-yl)biphenyl-4-carboxamide). Reaction SMILES: [CH3:1][N:2]([CH3:34])[CH2:3][CH2:4][O:5][C:6]1[CH:7]=[C:8]([NH:12][C:13]([C:15]2[CH:20]=[CH:19][C:18]([C:21]3[CH:26]=[CH:25][C:24]([C:27]4[N:31]=[C:30]([CH3:32])[O:29][N:28]=4)=[CH:23][C:22]=3[CH3:33])=[CH:17][CH:16]=2)=[O:14])[CH:9]=[CH:10][CH:11]=1.[Cl:35]N1C(=O)CCC1=O>ClCCl>[CH3:1][N:2]([CH3:34])[CH2:3][CH2:4][O:5][C:6]1[CH:11]=[CH:10][C:9]([Cl:35])=[C:8]([NH:12][C:13]([C:15]2[CH:16]=[CH:17][C:18]([C:21]3[CH:26]=[CH:25][C:24]([C:27]4[N:31]=[C:30]([CH3:32])[O:29][N:28]=4)=[CH:23][C:22]=3[CH3:33])=[CH:19][CH:20]=2)=[O:14])[CH:7]=1. Procedure: A solution of N-[3-(2dimethylaminoethoxy)phenyl]-2'-methyl-4'-(5-methyl-1,2,4-oxadiazol-3-yl)biphenyl-4-carboxamide (E13) (200 mg) in dichloromethane (10 ml) was treated with N-chlorosuccinimide (64 mg) and the mixture stirred at room temperature overnight. The reaction mixture was evaporated under reduced pressure, and the residue triturated with diethyl ether and the precipitated succinimide was removed by filtration. The filtrate was evaporated under reduced pressure and flash column chromato... Starting materials: BrCc1ccc(Br)cc1, O=C([O-])[O-], CN(C)C=O, [K+], [K+], Oc1ccccc1. The product is Brc1ccc(COc2ccccc2)cc1. RXN SMILES: [Br:1][c:2]1[cH:3][cH:4][c:5]([CH2:6][Br:7])[cH:8][cH:9]1.[C:17](=[O:18])([O-:19])[O-:20].[CH3:23][N:24]([CH3:25])[CH:26]=[O:27].[K+:21].[K+:22].[OH:10][c:11]1[cH:12][cH:13][cH:14][cH:15][cH:16]1>>[Br:1][c:2]1[cH:3][cH:4][c:5]([CH2:6][O:10][c:11]2[cH:12][cH:13][cH:14][cH:15][cH:16]2)[cH:8][cH:9]1. Starting materials: Br, CCCCCCCCCCCC=CCCCCCO, [Na+], [OH-]. The product is CCCCCCCCCCCC#CCCCCCO. Reaction SMILES: [Br:20].[CH2:1]([CH2:2][CH2:3][CH2:4][CH2:5][CH:6]=[CH:7][CH2:8][CH2:9][CH2:10][CH2:11][CH2:12][CH2:13][CH2:14][CH2:15][CH2:16][CH2:17][CH3:18])[OH:19].[Na+:22].[OH-:21]>>[CH2:1]([CH2:2][CH2:3][CH2:4][CH2:5][C:6]#[C:7][CH2:8][CH2:9][CH2:10][CH2:11][CH2:12][CH2:13][CH2:14][CH2:15][CH2:16][CH2:17][CH3:18])[OH:19]. The product is CC(C)(C)OC(=O)NC=1C(=NC(=CC1)C)C(=O)OC (methyl 3-({[(1,1-dimethylethyl)oxy]carbonyl}amino)-6-methyl-2-pyridinecarboxylate). Reaction SMILES: [CH3:1][C:2]1[N:7]=[C:6]([C:8]([O:10][CH3:11])=[O:9])[C:5](C(O)=O)=[CH:4][CH:3]=1.CC[N:17]([CH:21](C)C)C(C)C.P(N=[N+]=[N-])(OC1C=CC=CC=1)(OC1C=CC=CC=1)=[O:25].[CH3:43][C:44]([OH:47])([CH3:46])[CH3:45]>C1(C)C=CC=CC=1.CCOCC>[CH3:43][C:44]([O:47][C:21]([NH:17][C:5]1[C:6]([C:8]([O:10][CH3:11])=[O:9])=[N:7][C:2]([CH3:1])=[CH:3][CH:4]=1)=[O:25])([CH3:46])[CH3:45]. The solvent is C1(=CC=CC=C1)C (toluene), CCOCC (Et2O). Run at time 10 minute. Starting materials: CC1=CC=C(C(=N1)C(=O)OC)C(=O)O (6-methyl-2-[(methyloxy)carbonyl]-3-pyridinecarboxylic acid), CC(C)(C)O (t-BuOH), CCN(C(C)C)C(C)C (DIPEA), P(=O)(OC1=CC=CC=C1)(OC1=CC=CC=C1)N=[N+]=[N-] (diphenyl azidophosphate). Procedure: 6-methyl-2-[(methyloxy)carbonyl]-3-pyridinecarboxylic acid D33 (1.15 g) was suspended in toluene (40 ml) and DIPEA (1.25 ml, 7.16 mmol) was added, causing the complete dissolution of the solid. This mixture was stirred 10 minutes at room temperature, then diphenyl azidophosphate (1.35 ml, 6.26 mmol) was added in one portion and the mixture was stirred at reflux for 1 hour. The solution was cooled at room temperature and t-BuOH (2.5 ml, 26 mmol) was added in one portion. The mixture was then stir...